This data is from the Open Reaction Database (ORD), a public repository of structured organic reaction records. The task is: describe an organic reaction: reactants, conditions, products, and yield The reactants are Cl.NC=1C2=C(NS(N1)(=O)=O)C=CC=C2OC[C@@H]2[NH2+]CCCC2 ((R)-2-(((4-amino-2,2-dioxido-1H-benzo[c][1,2,6]thiadiazin-5-yl)oxy)methyl)piperidinium hydrochloride), N1=CC=C(C=C1)CC(=O)O (2-(pyridin-4-yl)acetic acid). The product is NC=1C2=C(NS(N1)(=O)=O)C=CC=C2OC[C@@H]2N(CCCC2)C(CC2=CC=NC=C2)=O ((R)-1-(2-(((4-amino-2,2-dioxido-1H-benzo[c][1,2,6]thiadiazin-5-yl)oxy)methyl)piperidin-1-yl)-2-(pyridin-4-yl)ethanone). Isolated yield 27.0%. RXN SMILES: Cl.[NH2:2][C:3]1[C:4]2[C:14]([O:15][CH2:16][C@H:17]3[CH2:22][CH2:21][CH2:20][CH2:19][NH2+:18]3)=[CH:13][CH:12]=[CH:11][C:5]=2[NH:6][S:7](=[O:10])(=[O:9])[N:8]=1.[N:23]1[CH:28]=[CH:27][C:26]([CH2:29][C:30](O)=[O:31])=[CH:25][CH:24]=1>>[NH2:2][C:3]1[C:4]2[C:14]([O:15][CH2:16][C@H:17]3[CH2:22][CH2:21][CH2:20][CH2:19][N:18]3[C:30](=[O:31])[CH2:29][C:26]3[CH:27]=[CH:28][N:23]=[CH:24][CH:25]=3)=[CH:13][CH:12]=[CH:11][C:5]=2[NH:6][S:7](=[O:9])(=[O:10])[N:8]=1 |f:0.1|. Procedure details: Prepared as in Example 15 from (R)-2-(((4-amino-2,2-dioxido-1H-benzo[c][1,2,6]thiadiazin-5-yl)oxy)methyl)piperidinium hydrochloride (Example 15a) and 2-(pyridin-4-yl)acetic acid in 27% yield. 1H NMR (DMSO-d6, 400 MHz, 80° C.): 1.21-1.37 (m, 1H), 1.48-1.70 (m, 4H), 1.71-1.82 (m, 1H), 3.01 (m, 1H), 3.78 (br s, 3H), 4.22 (br s, 1H), 4.43 (t, J=8 Hz, 1H), 5.05 (br s, 1H), 6.64 (d, J=8 Hz, 1H), 6.82 (d, J=8 Hz, 1H), 7.21 (d, J=8 Hz, 2H), 7.42 (t, J=8 Hz, 1H), 7.82 (br s, 2H), 8.43 (d, J=8 Hz, 2H), 10... Starting materials: C(C=C)ON=C1C[C@H](N(C1)C(=O)OC(C)(C)C)C(=O)O ((2S,4EZ)-4-[(allyloxy)-imino]-1-(tert-butoxycarbonyl)-2-pyrrolidinecarboxylic acid), COCC(=O)Cl (methoxyacetyl chloride), N1=CC=CC2=CC(=CC=C12)N (6-quinolinamine). The product is C(C=C)ON=C1C[C@H](N(C1)C(COC)=O)C(=O)NC=1C=C2C=CC=NC2=CC1 ((2S,4EZ)-4-[(allyloxy)imino]-1-(methoxyacetyl)-N-(6-quinolinyl)-2-pyrrolidinecarboxamide). As a reaction SMILES: [CH2:1]([O:4][N:5]=[C:6]1[CH2:10][N:9]([C:11]([O:13]C(C)(C)C)=O)[C@H:8]([C:18]([OH:20])=O)[CH2:7]1)[CH:2]=[CH2:3].[CH3:21][O:22][CH2:23]C(Cl)=O.[N:27]1[C:36]2[C:31](=[CH:32][C:33]([NH2:37])=[CH:34][CH:35]=2)[CH:30]=[CH:29][CH:28]=1>>[CH2:1]([O:4][N:5]=[C:6]1[CH2:10][N:9]([C:11](=[O:13])[CH2:23][O:22][CH3:21])[C@H:8]([C:18]([NH:37][C:33]2[CH:32]=[C:31]3[C:36](=[CH:35][CH:34]=2)[N:27]=[CH:28][CH:29]=[CH:30]3)=[O:20])[CH2:7]1)[CH:2]=[CH2:3]. Procedure details: Following the general method as outlined in Example 22, starting from (2S,4EZ)-4-[(allyloxy)-imino]-1-(tert-butoxycarbonyl)-2-pyrrolidinecarboxylic acid, methoxyacetyl chloride, and 6-quinolinamine the title compound was obtained in 71% purity by LC/MS. MS(ESI+): m/z=383.0. Reactants: [BH4-].[Na+] (sodium borohydride), C1(CC1)C=1C=C(C=CC1S(=O)(=O)C1CC1)/C(/C(=O)NC1=NN(C=C1)C)=C\[C@@H]1CC(CC1)=O ((2E)-2-[3-cyclopropyl-4-(cyclopropylsulfonyl)phenyl]-N-(1-methyl-1H-pyrazol-3-yl)-3-[(1S)-3-oxocyclopentyl]acrylamide), O (water). Solvent: C(Cl)(Cl)Cl (chloroform), C(C)O (ethanol). Conditions: time 15 minute. Product: C1(CC1)C=1C=C(C=CC1S(=O)(=O)C1CC1)/C(/C(=O)NC1=NN(C=C1)C)=C\[C@@H]1CC(CC1)O ((2E)-2-[3-cyclopropyl-4-(cyclopropylsulfonyl)phenyl]-3-[(1S)-3-hydroxycyclopentyl]-N-(1-methyl-1H-pyrazol-3-yl)acrylamide). The yield is 99.6%. As a reaction SMILES: [CH:1]1([C:4]2[CH:5]=[C:6](/[C:16](=[CH:26]\[C@H:27]3[CH2:31][CH2:30][C:29](=[O:32])[CH2:28]3)/[C:17]([NH:19][C:20]3[CH:24]=[CH:23][N:22]([CH3:25])[N:21]=3)=[O:18])[CH:7]=[CH:8][C:9]=2[S:10]([CH:13]2[CH2:15][CH2:14]2)(=[O:12])=[O:11])[CH2:3][CH2:2]1.[BH4-].[Na+].O>C(O)C.C(Cl)(Cl)Cl>[CH:1]1([C:4]2[CH:5]=[C:6](/[C:16](=[CH:26]\[C@H:27]3[CH2:31][CH2:30][CH:29]([OH:32])[CH2:28]3)/[C:17]([NH:19][C:20]3[CH:24]=[CH:23][N:22]([CH3:25])[N:21]=3)=[O:18])[CH:7]=[CH:8][C:9]=2[S:10]([CH:13]2[CH2:15][CH2:14]2)(=[O:12])=[O:11])[CH2:2][CH2:3]1 |f:1.2|. Reported procedure: To a suspension of (2E)-2-[3-cyclopropyl-4-(cyclopropylsulfonyl)phenyl]-N-(1-methyl-1H-pyrazol-3-yl)-3-[(1S)-3-oxocyclopentyl]acrylamide (140 mg) in ethanol (2 mL) was added sodium borohydride (12 mg) at 0° C., followed by stirring for 15 minutes. The reaction mixture was diluted with chloroform and the reaction was stopped with water. The organic layer was washed with saturated brine, dried over anhydrous magnesium sulfate, and then concentrated to obtain (2E)-2-[3-cyclopropyl-4-(cyclopropylsul... Starting materials: BrCCCCCCCO.O1C(CCCC1)OCCCCCCCBr (1-O-(Tetrahydropyran-2-yl)-7-bromoheptanol 7-Bromoheptanol), O1CCCC=C1 (dihydropyrane). Product: O1C(CCCC1)OCCCCCCCBr (1-O-(tetrahydropyran-2-yl)-7-bromoheptanol). As a reaction SMILES: BrCCCCCCCO.[O:10]1[CH2:15][CH2:14][CH2:13][CH2:12][CH:11]1[O:16][CH2:17][CH2:18][CH2:19][CH2:20][CH2:21][CH2:22][CH2:23][Br:24].O1C=CCCC1>>[O:10]1[CH2:15][CH2:14][CH2:13][CH2:12][CH:11]1[O:16][CH2:17][CH2:18][CH2:19][CH2:20][CH2:21][CH2:22][CH2:23][Br:24] |f:0.1|. Reported procedure: 1-O-(Tetrahydropyran-2-yl)-7-bromoheptanol 7-Bromoheptanol will be treated with dihydropyrane in the presence of acid to give 1-O-(tetrahydropyran-2-yl)-7-bromoheptanol. The reactants are Cl (HCl), C(C)(C)(C)OC(NC1CCC(CC1)C(=O)N1CCOCC1)=O ([4-(morpholine-4-carbonyl)-cyclohexyl]-carbamic acid tert-butyl ester). Procedure: HCl (2 M aq, 150 mL) was added to a suspension of [4-(morpholine-4-carbonyl)-cyclohexyl]-carbamic acid tert-butyl ester (5.8 g) in MeOH, and the resulting mixture was stirred at RT overnight. The reaction mixture was evaporated under reduced pressure, the oily residue was taken up in EtOAc, and the resulting mixture was sonicated. The solid formed was collected by filtration and dried under reduced pressure to afford 5.2 g of (4-amino-cyclo-hexyl)-morpholin-4-yl-methanone hydrochloride. As a reaction SMILES: [ClH:1].C(OC(=O)[NH:8][CH:9]1[CH2:14][CH2:13][CH:12]([C:15]([N:17]2[CH2:22][CH2:21][O:20][CH2:19][CH2:18]2)=[O:16])[CH2:11][CH2:10]1)(C)(C)C>CO>[ClH:1].[NH2:8][CH:9]1[CH2:14][CH2:13][CH:12]([C:15]([N:17]2[CH2:18][CH2:19][O:20][CH2:21][CH2:22]2)=[O:16])[CH2:11][CH2:10]1 |f:3.4|. Run in CO (MeOH). Conditions: time 8 hour. Product: Cl.NC1CCC(CC1)C(=O)N1CCOCC1 ((4-amino-cyclo-hexyl)-morpholin-4-yl-methanone hydrochloride). The reactants are CC1(O)CCCCC1, CCCCCC, COC(=O)Nc1ccccc1F, O=S(=O)(O)O. The product is COC(=O)Nc1ccc(C2(C)CCCCC2)cc1F. RXN SMILES: [CH3:13][C:14]1([OH:20])[CH2:15][CH2:16][CH2:17][CH2:18][CH2:19]1.[CH3:21][CH2:22][CH2:23][CH2:24][CH2:25][CH3:26].[F:1][c:2]1[c:3]([NH:4][C:5](=[O:6])[O:7][CH3:8])[cH:9][cH:10][cH:11][cH:12]1.[S:27](=[O:28])(=[O:29])([OH:30])[OH:31]>>[F:1][c:2]1[c:3]([NH:4][C:5](=[O:6])[O:7][CH3:8])[cH:9][cH:10][c:11]([C:14]2([CH3:13])[CH2:15][CH2:16][CH2:17][CH2:18][CH2:19]2)[cH:12]1.